Dataset: the Open Reaction Database (ORD), a public repository of structured organic reaction records. Task: describe an organic reaction: reactants, conditions, products, and yield Starting materials: FC1=CC2=C(C(=NO2)C2CCNCC2)C=C1 (6-fluoro-3-(4-piperidinyl)-1,2-benzisoxazole), ClCCCN1C(OC2=C1C=CC(=C2)C(C)=O)=O (N-(3-chloropropyl)-6-acetyl-2-benzoxazolinone), K2O3, C(C)#N (acetonitrile). Solvent: O (water). The product is FC1=CC2=C(C(=NO2)C2CCN(CC2)CCCN2C(OC3=C2C=CC(=C3)C(C)=O)=O)C=C1 (N-[3-[4-(6-fluoro-1,2-benzisoxazol-3-yl)-1-piperidinyl]propyl]-6-acetyl-2-benzoxazolinone). The yield is 30.5%. Reaction SMILES: [F:1][C:2]1[CH:16]=[CH:15][C:5]2[C:6]([CH:9]3[CH2:14][CH2:13][NH:12][CH2:11][CH2:10]3)=[N:7][O:8][C:4]=2[CH:3]=1.Cl[CH2:18][CH2:19][CH2:20][N:21]1[C:25]2[CH:26]=[CH:27][C:28]([C:30](=[O:32])[CH3:31])=[CH:29][C:24]=2[O:23][C:22]1=[O:33].C(#N)C>O>[F:1][C:2]1[CH:16]=[CH:15][C:5]2[C:6]([CH:9]3[CH2:10][CH2:11][N:12]([CH2:18][CH2:19][CH2:20][N:21]4[C:25]5[CH:26]=[CH:27][C:28]([C:30](=[O:32])[CH3:31])=[CH:29][C:24]=5[O:23][C:22]4=[O:33])[CH2:13][CH2:14]3)=[N:7][O:8][C:4]=2[CH:3]=1. Procedure details: A mixture of 6-fluoro-3-(4-piperidinyl)-1,2-benzisoxazole (2.0 g, 9 mmol), N-(3-chloropropyl)-6-acetyl-2-benzoxazolinone (2.4 g, 9 mmol), K2O3 (3.6 g), a few crystals of KI, and acetonitrile (50 ml) was stirred and refluxed for 13 hours. The reaction was poured into water, and a dark, brown solid that separated was collected to afford 3.3 g of crude product. The solid was chromatographed on a Waters Prep 500 HPLC. Concentration of appropriate fractions afforded 2.3 g of a yellow solid, and recry... Starting materials: C1CCOC1, COC(=O)C(C)(C)NC(=O)c1cc(Br)c2ccccc2c1OCc1ccc(C(F)(F)F)cc1, CO, Cl, [Na+], [OH-]. Product: CC(C)(NC(=O)c1cc(Br)c2ccccc2c1OCc1ccc(C(F)(F)F)cc1)C(=O)O. Reaction SMILES: [CH2:35]1[O:36][CH2:37][CH2:38][CH2:39]1.[CH3:1][O:2][C:3]([C:4]([CH3:5])([CH3:6])[NH:7][C:8](=[O:9])[c:10]1[c:11]([O:21][CH2:22][c:23]2[cH:24][cH:25][c:26]([C:29]([F:30])([F:31])[F:32])[cH:27][cH:28]2)[c:12]2[cH:13][cH:14][cH:15][cH:16][c:17]2[c:18]([Br:20])[cH:19]1)=[O:33].[CH3:42][OH:43].[ClH:34].[Na+:41].[OH-:40]>>[O:2]=[C:3]([C:4]([CH3:5])([CH3:6])[NH:7][C:8](=[O:9])[c:10]1[c:11]([O:21][CH2:22][c:23]2[cH:24][cH:25][c:26]([C:29]([F:30])([F:31])[F:32])[cH:27][cH:28]2)[c:12]2[cH:13][cH:14][cH:15][cH:16][c:17]2[c:18]([Br:20])[cH:19]1)[OH:33]. Product: FC(S(=O)(=O)OCC1COC(C1)=O)(F)F ((5-Oxotetrahydrofuran-3-yl)methyl trifluoromethanesulfonate). The solvent is C(Cl)Cl (DCM), C(Cl)Cl (DCM), C(Cl)Cl (DCM). Run at temperature 0 celsius, time 20 minute. The reactants are FC(S(=O)(=O)OS(=O)(=O)C(F)(F)F)(F)F (trifluoromethanesulfonic anhydride), OCC1CC(OC1)=O (4-(hydroxymethyl)dihydrofuran-2(3H)-one), N1=C(C=CC=C1C)C (2,6-lutidine). Reaction SMILES: [F:1][C:2]([F:15])([F:14])[S:3]([O:6]S(C(F)(F)F)(=O)=O)(=[O:5])=[O:4].O[CH2:17][CH:18]1[CH2:22][O:21][C:20](=[O:23])[CH2:19]1.N1C(C)=CC=CC=1C>C(Cl)Cl>[F:1][C:2]([F:15])([F:14])[S:3]([O:6][CH2:17][CH:18]1[CH2:19][C:20](=[O:23])[O:21][CH2:22]1)(=[O:5])=[O:4]. Procedure details: A solution of trifluoromethanesulfonic anhydride (15.0 g, 53.2 mmol) in DCM (25 mL) was added dropwise to a solution of 4-(hydroxymethyl)dihydrofuran-2(3H)-one (4.75 g, 41.0 mmol) and 2,6-lutidine (7.15 mL, 61.4 mmol) in DCM (111 mL) at 0° C. The mixture was stirred at 0° C. for 20 minutes. The product mixture was diluted with DCM (100 mL) and was washed with water (3×100 mL). The organic phase was dried over magnesium sulfate and evaporated under vacuum. Procedure: The synthesis of peptide bond reaction from the 2-pyridylglycine.hydrochloride and glycine can be carried out, for example, as follows: To N-2-pyridylglycine, are added dichloromethane, N,N'-dicyclohexylcarbodiimide and glycine ethyl ester. After stirring at room temperature for several hours, the reaction solution is filtered. The filtrate is purified by using, for example, high performance liquid chromatography to give Pyr-Gly-Gly-OEt. The reactants are Cl.N1=C(C=CC=C1)NCC(=O)O (2-pyridylglycine.hydrochloride), NCC(=O)O (glycine), N1=C(C=CC=C1)NCC(=O)O (N-2-pyridylglycine), C1(CCCCC1)N=C=NC1CCCCC1 (N,N'-dicyclohexylcarbodiimide), C(C)OC(CN)=O (glycine ethyl ester). RXN SMILES: Cl.N1C=C[CH:5]=[CH:4][C:3]=1[NH:8][CH2:9][C:10]([OH:12])=O.[NH2:13][CH2:14][C:15]([OH:17])=O.N1C=CC=CC=1NCC(O)=[O:27].C1(N=C=NC2CCCCC2)CCCCC1.[CH2:44]([O:46][C:47](=[O:50])[CH2:48][NH2:49])[CH3:45]>ClCCl>[NH:8]1[C:3](=[O:27])[CH2:4][CH2:5][C@H:9]1[C:10]([NH:13][CH2:14][C:15]([NH:49][CH2:48][C:47]([O:46][CH2:44][CH3:45])=[O:50])=[O:17])=[O:12] |f:0.1|. Product: N1[C@@H](CCC1=O)C(=O)NCC(=O)NCC(=O)OCC (Pyr-Gly-Gly-OEt). Solvent: ClCCl (dichloromethane). Reactants: O (water), C(=O)([O-])[O-].[K+].[K+] (K2CO3), Cl.FC(C1CCNCC1)(F)F (4-(trifluoromethyl)piperidine hydrochloride), ClC1=CC(=NC=N1)OC1=CC=CC2=C1N=C(S2)N (4-(6-chloro-pyrimidin-4-yloxy)-benzothiazol-2-ylamine). Run in CN(C)C=O (DMF). Reaction conditions: temperature 80 celsius, time 4 hour. Product: FC(C1CCN(CC1)C1=CC(=NC=N1)OC1=CC=CC2=C1N=C(S2)N)(F)F (4-[6-(4-Trifluoromethyl-piperidin-1-yl)-pyrimidin-4-yloxy]-benzothiazol-2-ylamine). RXN SMILES: Cl[C:2]1[N:7]=[CH:6][N:5]=[C:4]([O:8][C:9]2[C:14]3[N:15]=[C:16]([NH2:18])[S:17][C:13]=3[CH:12]=[CH:11][CH:10]=2)[CH:3]=1.C([O-])([O-])=O.[K+].[K+].Cl.[F:26][C:27]([F:35])([F:34])[CH:28]1[CH2:33][CH2:32][NH:31][CH2:30][CH2:29]1.O>CN(C=O)C>[F:26][C:27]([F:35])([F:34])[CH:28]1[CH2:33][CH2:32][N:31]([C:2]2[N:7]=[CH:6][N:5]=[C:4]([O:8][C:9]3[C:14]4[N:15]=[C:16]([NH2:18])[S:17][C:13]=4[CH:12]=[CH:11][CH:10]=3)[CH:3]=2)[CH2:30][CH2:29]1 |f:1.2.3,4.5|. Reported procedure: To a solution of 4-(6-chloro-pyrimidin-4-yloxy)-benzothiazol-2-ylamine, (Example 133(a)), (300 mg, 1.1 mmol) in dry DMF (3.0 mL) stirred at room temperature was added K2CO3 (590 mg, 4.3 mmol) and 4-(trifluoromethyl)piperidine hydrochloride (410 mg, 2.1 mmol, Matrix Scientific). The reaction mixture was stirred at 80° C. for 4 h. The resulting mixture was allowed to cool to room temperature and treated with water (20 mL). The resulting precipitate was collected by filtration, washed with water (2...